describe an organic reaction: reactants, conditions, products, and yield From a dataset of the Open Reaction Database (ORD), a public repository of structured organic reaction records. Starting materials: Br, CC(=O)O, CC(C)(C)C(=O)OCN1C(=O)C(C)(C)c2cc(Br)ccc21, CC(=O)O. The product is CC1(C)C(=O)N(CO)c2ccc(Br)cc21. RXN SMILES: [BrH:22].[C:23]([OH:24])(=[O:25])[CH3:26].[CH3:1][C:2]([CH3:3])([CH3:4])[C:20]([O:5][CH2:6][N:7]1[C:8](=[O:19])[C:9]([CH3:17])([CH3:18])[c:10]2[cH:11][c:12]([Br:16])[cH:13][cH:14][c:15]21)=[O:21].[CH3:27][C:28](=[O:29])[OH:30]>>[OH:5][CH2:6][N:7]1[C:8](=[O:19])[C:9]([CH3:17])([CH3:18])[c:10]2[cH:11][c:12]([Br:16])[cH:13][cH:14][c:15]21. Reactants: C(C)N(C1=CC=C2C=C(C(OC2=C1)=O)C=O)CC (7-diethylamino-2-oxo-2H-chromene-3-carbaldehyde), C(=O)(O)CCCCC[N+]1=CC=C(C2=CC(=CC=C12)S(=O)(=O)[O-])C.C[N+](C)(C)CC(=O)O (1-(5-carboxy-pentyl)-4-methyl-6-sulfonato-chinolinium betaine). Run in CO.O (methanol water). Yields the product C(=O)(O)CCCCC[N+]1=CC=C(C2=CC(=CC=C12)S(=O)(=O)O)\C=C\C=1C(OC2=CC(=CC=C2C1)N(CC)CC)=O.C[N+](C)(C)CC(=O)O (1-(5-carboxy-pentyl)-4-[(E)-2-(7-diethylamino-2-oxo-2H-chromen-3-yl)-vinyl]-6-sulfo-chinolinium betaine). Reaction SMILES: [CH2:1]([N:3]([CH2:17][CH3:18])[C:4]1[CH:13]=[C:12]2[C:7]([CH:8]=[C:9]([CH:15]=O)[C:10](=[O:14])[O:11]2)=[CH:6][CH:5]=1)[CH3:2].[C:19]([CH2:22][CH2:23][CH2:24][CH2:25][CH2:26][N+:27]1[C:36]2[C:31](=[CH:32][C:33]([S:37]([O-:40])(=[O:39])=[O:38])=[CH:34][CH:35]=2)[C:30]([CH3:41])=[CH:29][CH:28]=1)([OH:21])=[O:20].[CH3:42][N+:43]([CH2:46][C:47]([OH:49])=[O:48])([CH3:45])[CH3:44]>CO.O>[C:19]([CH2:22][CH2:23][CH2:24][CH2:25][CH2:26][N+:27]1[C:36]2[C:31](=[CH:32][C:33]([S:37]([OH:40])(=[O:39])=[O:38])=[CH:34][CH:35]=2)[C:30](/[CH:41]=[CH:15]/[C:9]2[C:10](=[O:14])[O:11][C:12]3[C:7]([CH:8]=2)=[CH:6][CH:5]=[C:4]([N:3]([CH2:17][CH3:18])[CH2:1][CH3:2])[CH:13]=3)=[CH:29][CH:28]=1)([OH:21])=[O:20].[CH3:42][N+:43]([CH2:46][C:47]([OH:49])=[O:48])([CH3:45])[CH3:44] |f:1.2,3.4,5.6|. Reported procedure: 0.2 mmol 7-diethylamino-2-oxo-2H-chromene-3-carbaldehyde and 0.2 mmol 1-(5-carboxy-pentyl)-4-methyl-6-sulfonato-chinolinium betaine are converted according to the general directions given above. Column chromatography: SiO2 (RP 18), eluent: methanol/water. Reactants: COC1=C(CCO)C=C(C=C1)OC (2,5-dimethoxyphenethyl alcohol), C(C)OC(CCl)OCC (chloroacetaldehyde diethyl acetal), Cl (hydrochloric acid). Solvent: O (water). Conditions: time 1 hour. The product is ClCC1OCCC2=C(C=CC(=C12)OC)OC (1-chloromethyl-5,8-dimethoxyisochroman). Yield: 105.1%. As a reaction SMILES: [CH3:1][O:2][C:3]1[CH:11]=[CH:10][C:9]([O:12][CH3:13])=[CH:8][C:4]=1[CH2:5][CH2:6][OH:7].C(O[CH:17](OCC)[CH2:18][Cl:19])C.Cl>O>[Cl:19][CH2:18][CH:17]1[C:8]2[C:4](=[C:3]([O:2][CH3:1])[CH:11]=[CH:10][C:9]=2[O:12][CH3:13])[CH2:5][CH2:6][O:7]1. Reported procedure: To a mixture of 10 g of 2,5-dimethoxyphenethyl alcohol and 10 g of chloroacetaldehyde diethyl acetal was added 14 ml of 10% hydrochloric acid and, after stirring at 80°-90° C for 1 hour, the reaction mixture was diluted with 100 ml of water and extracted with benzene. The extract was rinsed with water, dried and concentrated under reduced pressure. The residue was recrystallized from a solvent mixture of ether and petroleum ether. By the above procedure was obtained 14 g of 1-chloromethyl-5,8-di... Starting materials: [Cl-].[NH4+] (ammonium chloride), molar solution, C(#C)[Mg]Br (ethynyl magnesium bromide), FC(C=1SC=C(N1)C=O)(F)F (2-(trifluoromethyl) 4-thiazolecarboxaldehyde). Solvent: O1CCCC1 (tetrahydrofuran). Conditions: time 30 minute. Product: C(#C)C(O)C=1N=C(SC1)C(F)(F)F (alpha-ethynyl 2-(trifluoromethyl) 4-thiazolyl methanol). RXN SMILES: [C:1]([Mg]Br)#[CH:2].[F:5][C:6]([F:15])([F:14])[C:7]1[S:8][CH:9]=[C:10]([CH:12]=[O:13])[N:11]=1.[Cl-].[NH4+]>O1CCCC1>[C:1]([CH:12]([C:10]1[N:11]=[C:7]([C:6]([F:5])([F:14])[F:15])[S:8][CH:9]=1)[OH:13])#[CH:2] |f:2.3|. Reported procedure: 11 cm3 of a molar solution of ethynyl magnesium bromide is added to a solution of tetrahydrofuran containing 2 g of 2-(trifluoromethyl) 4-thiazolecarboxaldehyde. The reaction mixture is kept under agitation for 30 minutes at 20°/25° C. then it is poured into an ammonium chloride solution. Extraction is carried out with methylene chloride, the extracts are dried, filtered and brought to dryness. 2.1 g of desired product is obtained. Reactants: O=C(CC(=O)OC(C(F)(F)F)C)C (2,2,2-trifluoro-1-methylethyl 3-oxobutanoate), C(C)(=O)[O-].[NH4+] (ammonium acetate), C(C)(=O)O (acetic acid). The solvent is O (water). The product is NC(=CC(=O)OC(C(F)(F)F)C)C (2,2,2-Trifluoro-1-methylethyl 3-aminobut-2-enoate). As a reaction SMILES: O=[C:2]([CH3:13])[CH2:3][C:4]([O:6][CH:7]([CH3:12])[C:8]([F:11])([F:10])[F:9])=[O:5].C([O-])(=O)C.[NH4+:18].C(O)(=O)C>O>[NH2:18][C:2]([CH3:13])=[CH:3][C:4]([O:6][CH:7]([CH3:12])[C:8]([F:11])([F:10])[F:9])=[O:5] |f:1.2|. Procedure: 2.4 g (12 mmol) of 2,2,2-trifluoro-1-methylethyl 3-oxobutanoate are heated with 1.8 g (24.6 mmol) of ammonium acetate and 0.6 g (11 mmol) of acetic acid with the addition of molecular sieves at 110° C. for 5 h. After cooling to room temperature, the reaction mixture is mixed with water and extracted with ethyl acetate. Washing of the organic phase with water and saturated sodium chloride solution is followed by drying over magnesium sulfate. After filtration, the solvent is removed in vacuo. The... Reactants: C(CC)N(CCCCC(C1=CC=C(C=C1)CN=CC=1OC(=CC1)C)N)CCC ({(4-dipropylaminobutyl)-[4-(5-methylfuran-2-ylmethylidene)aminomethylbenzyl]}amine), CN1C(CCC1)=O (N-methyl-2-pyrrolidinone), C(C)(C)NC(C)C (diisopropylamine), C(CCCCC)Br (1-hexyl bromide). The solvent is O (water). Product: C(CC)N(CCCCCCCCCCC(C1=CC=C(C=C1)CN=CC=1OC(=CC1)C)N)CCC ({(4-dipropylaminobutyl)-n-hexyl-[4-(5-methylfuran-2-ylmethylidene)aminomethylbenzyl]}amine). Yield: 85.0%. Reaction SMILES: C(N(CCC)[CH2:5][CH2:6][CH2:7][CH2:8][CH:9]([NH2:25])[C:10]1[CH:15]=[CH:14][C:13]([CH2:16][N:17]=[CH:18][C:19]2[O:20][C:21]([CH3:24])=[CH:22][CH:23]=2)=[CH:12][CH:11]=1)CC.C[N:30]1[CH2:34][CH2:33][CH2:32][C:31]1=O.[CH:36](NC(C)C)(C)[CH3:37].[CH2:43](Br)[CH2:44][CH2:45][CH2:46][CH2:47][CH3:48]>O>[CH2:34]([N:30]([CH2:31][CH2:36][CH3:37])[CH2:43][CH2:44][CH2:45][CH2:46][CH2:47][CH2:48][CH2:5][CH2:6][CH2:7][CH2:8][CH:9]([NH2:25])[C:10]1[CH:11]=[CH:12][C:13]([CH2:16][N:17]=[CH:18][C:19]2[O:20][C:21]([CH3:24])=[CH:22][CH:23]=2)=[CH:14][CH:15]=1)[CH2:33][CH3:32]. Procedure details: Under a nitrogen stream 488 mg (1.27 mmol, 1.0 equivalent) of {(4-dipropylaminobutyl)-[4-(5-methylfuran-2-ylmethylidene)aminomethylbenzyl]}amine (26), 8 ml of N-methyl-2-pyrrolidinone, 193 mg (1.91 mmol, 1.5 equivalents) of diisopropylamine, and 252 mg (1.53 mmol, 1.2 equivalents) of 1-hexyl bromide were charged in a 50 ml recovery flask and reacted at 26° C. for six days. The reaction solution was added with 30 ml of water, and extracted with 50 ml of toluene. The organic layer was washed three...